This data is from the Open Reaction Database (ORD), a public repository of structured organic reaction records. The task is: describe an organic reaction: reactants, conditions, products, and yield Starting materials: ClCC(=O)NC1=C(C=C(C=C1)S(N)(=O)=O)Cl (2-Chloro-N-(2-chloro-4-sulphamoylphenyl)-acetamide), NC1=CC=CC=C1 (aniline). Yields the product C1(=CC=CC=C1)NCC(=O)NC1=C(C=C(C=C1)S(N)(=O)=O)Cl (2-Phenylamino-N-(2-chloro-4-sulphamoylphenyl)-acetamide). RXN SMILES: Cl[CH2:2][C:3]([NH:5][C:6]1[CH:11]=[CH:10][C:9]([S:12](=[O:15])(=[O:14])[NH2:13])=[CH:8][C:7]=1[Cl:16])=[O:4].[NH2:17][C:18]1[CH:23]=[CH:22][CH:21]=[CH:20][CH:19]=1>>[C:18]1([NH:17][CH2:2][C:3]([NH:5][C:6]2[CH:11]=[CH:10][C:9]([S:12](=[O:15])(=[O:14])[NH2:13])=[CH:8][C:7]=2[Cl:16])=[O:4])[CH:23]=[CH:22][CH:21]=[CH:20][CH:19]=1. Reported procedure: 2-Chloro-N-(2-chloro-4-sulphamoylphenyl)-acetamide (28.3g 0.1 mole) and aniline (18.6g, 0.2 mole) were heated together for 30 min. on a water bath (90°). The mixture was worked up as in Example 1(b) to yield 20.8 g m.p. 185°-186° The reactants are C(C)C1=NC=2C(=NC(=CC2C)C)N1CC1=CC=C(C=C1)NC1CCN(CC1)C(=O)C1CCN(CC1)C(=O)OC(C)(C)C (4-[4-(2-ethyl-5,7-dimethyl-3H-imidazo[4,5-b]pyridin-3-ylmethyl)phenylamino]-1-[1-(tert-butoxycarbonyl)piperidin-4-ylcarbonyl]piperidine), C(C)(=O)OCC.Cl (hydrogen chloride-ethyl acetate), [OH-].[Na+] (sodium hydroxide). The solvent is C(Cl)(Cl)Cl (chloroform). Run at time 1 hour. Yields the product C(C)C1=NC=2C(=NC(=CC2C)C)N1CC1=CC=C(C=C1)NC1CCN(CC1)C(=O)C1CCNCC1 (4-[4-(2-Ethyl-5,7-dimethyl-3H-imidazo[4,5-b]Pyridin-3-ylmethyl)phenylamino]-1-(piperidin-4-ylcarbonyl)piperidine). The yield is 59.3%. RXN SMILES: [CH2:1]([C:3]1[N:13]([CH2:14][C:15]2[CH:20]=[CH:19][C:18]([NH:21][CH:22]3[CH2:27][CH2:26][N:25]([C:28]([CH:30]4[CH2:35][CH2:34][N:33](C(OC(C)(C)C)=O)[CH2:32][CH2:31]4)=[O:29])[CH2:24][CH2:23]3)=[CH:17][CH:16]=2)[C:6]2=[N:7][C:8]([CH3:12])=[CH:9][C:10]([CH3:11])=[C:5]2[N:4]=1)[CH3:2].C(OCC)(=O)C.Cl.[OH-].[Na+]>C(Cl)(Cl)Cl>[CH2:1]([C:3]1[N:13]([CH2:14][C:15]2[CH:20]=[CH:19][C:18]([NH:21][CH:22]3[CH2:27][CH2:26][N:25]([C:28]([CH:30]4[CH2:35][CH2:34][NH:33][CH2:32][CH2:31]4)=[O:29])[CH2:24][CH2:23]3)=[CH:17][CH:16]=2)[C:6]2=[N:7][C:8]([CH3:12])=[CH:9][C:10]([CH3:11])=[C:5]2[N:4]=1)[CH3:2] |f:1.2,3.4|. Procedure: A solution of 4-[4-(2-ethyl-5,7-dimethyl-3H-imidazo[4,5-b]pyridin-3-ylmethyl)phenylamino]-1-[1-(tert-butoxycarbonyl)piperidin-4-ylcarbonyl]piperidine (0.311 g, 0.54 mmol) obtained in Step 1 in chloroform (5.0 mL) was added with a 4 mol/L hydrogen chloride-ethyl acetate solution (2.0 mL) followed by stirring at room temperature for 1 hour. The reaction mixture was added with a 2 mol/L aqueous sodium hydroxide solution to control the pH to 12 and extracted with chloroform three times. The organic ... The reactants are COP(=O)([O-])OC, CC#N, CN1CCN(C)C1(Cl)Cl, [Na+], O. Product: COP(=O)([O-])OC, CN1CC[NH+](C)C1Cl. Reaction SMILES: [CH3:10][O:11][P:12](=[O:13])([O:14][CH3:15])[O-:16].[CH3:18][C:19]#[N:20].[CH3:1][N:2]1[C:3]([Cl:8])([Cl:9])[N:4]([CH3:7])[CH2:5][CH2:6]1.[Na+:17].[OH2:21]>>[CH3:10][O:11][P:12](=[O:13])([O:14][CH3:15])[O-:16].[CH3:1][NH+:2]1[CH:3]([Cl:8])[N:4]([CH3:7])[CH2:5][CH2:6]1. Reactants: S(=O)(Cl)Cl (thionyl chloride), C(CCC)C1=NC2=C(N1CC1=CC=C(C=C1)C=1C(=CC=CC1)C(=O)O)C=CC=C2 (4'-[(2-n-butyl-benzimidazol-1-yl)-methyl]biphenyl-2-carboxylic acid), C1(=CC=CC=C1)S(=O)(=O)N (benzenesulphonamide). Solvent: C(C)(=O)OCC.[Cl-].[Na+] (ethyl acetate sodium chloride), C(Cl)Cl (methylene chloride). Run at temperature 140 celsius. Yields the product C1(=CC=CC=C1)S(=O)(=O)NC(=O)C=1C(=CC=CC1)C1=CC=C(C=C1)CN1C(=NC2=C1C=CC=C2)CCCC (4'-[(2-n-Butyl-benzimidazol-1-yl)-methyl]biphenyl-2-carboxylic acid-(N-benzenesulphonyl)-amide). Reaction SMILES: [CH2:1]([C:5]1[N:9]([CH2:10][C:11]2[CH:16]=[CH:15][C:14]([C:17]3[C:18]([C:23](O)=[O:24])=[CH:19][CH:20]=[CH:21][CH:22]=3)=[CH:13][CH:12]=2)[C:8]2[CH:26]=[CH:27][CH:28]=[CH:29][C:7]=2[N:6]=1)[CH2:2][CH2:3][CH3:4].S(Cl)(Cl)=O.[C:34]1([S:40]([NH2:43])(=[O:42])=[O:41])[CH:39]=[CH:38][CH:37]=[CH:36][CH:35]=1>C(Cl)Cl.C(OCC)(=O)C.[Cl-].[Na+]>[C:34]1([S:40]([NH:43][C:23]([C:18]2[C:17]([C:14]3[CH:13]=[CH:12][C:11]([CH2:10][N:9]4[C:8]5[CH:26]=[CH:27][CH:28]=[CH:29][C:7]=5[N:6]=[C:5]4[CH2:1][CH2:2][CH2:3][CH3:4])=[CH:16][CH:15]=3)=[CH:22][CH:21]=[CH:20][CH:19]=2)=[O:24])(=[O:42])=[O:41])[CH:39]=[CH:38][CH:37]=[CH:36][CH:35]=1 |f:4.5.6|. Procedure: 960 mg (2.5 mmol) of 4'-[(2-n-butyl-benzimidazol-1-yl)-methyl]biphenyl-2-carboxylic acid are dissolved in 25 ml of methylene chloride, treated with 2 ml of thionyl chloride and heated under reflux for one hour. The solvent is then distilled off and evaporated 2 times after adding methylene chloride. 390 mg (2.5 mmol) of benzenesulphonamide are added to the residue and the mixture is heated for one hour at 140° C. After cooling, the oil obtained is taken up in ethyl acetate/sodium chloride soluti...